describe an organic reaction: reactants, conditions, products, and yield From a dataset of the Open Reaction Database (ORD), a public repository of structured organic reaction records. Starting materials: CN(CCN1C2=C(OCC1)C=CC(=C2)[N+](=O)[O-])C (N,N-dimethyl-2-(6-nitro-2H-benzo[b][1,4]oxazin-4(3H)-yl)ethanamine). The reagents and catalysts are [Pd] (Pd—C). The solvent is CCO (EtOH). Conditions: time 3 hour. Product: CN(CCN1C2=C(OCC1)C=CC(=C2)N)C (4-(2-(Dimethylamino)ethyl)-3,4-dihydro-2H-benzo[b][1,4]oxazin-6-amine). RXN SMILES: [CH3:1][N:2]([CH3:18])[CH2:3][CH2:4][N:5]1[CH2:10][CH2:9][O:8][C:7]2[CH:11]=[CH:12][C:13]([N+:15]([O-])=O)=[CH:14][C:6]1=2>[Pd].CCO>[CH3:1][N:2]([CH3:18])[CH2:3][CH2:4][N:5]1[CH2:10][CH2:9][O:8][C:7]2[CH:11]=[CH:12][C:13]([NH2:15])=[CH:14][C:6]1=2. Reported procedure: To an oven dried, argon purged 100 mL round bottom flask fitted with a magnetic stirbar was added N,N-dimethyl-2-(6-nitro-2H-benzo[b][1,4]oxazin-4(3H)-yl)ethanamine (0.10 g, 0.398 mmol) and EtOH (10 mL). At this time, stirring of the reaction began. 10% Pd—C (0.042 g, 0.040 mmol) was added, the flask was evacuated, and the mixture was subjected to hydrogenation under standard conditions (atmospheric H2 pressure using a balloon). After 3 hours, the mixture was filtered through a pad of Celite and... The reactants are C[C@H]1COCCN1C=1C2=C(N=C(N1)C1=CC=C(N)C=C1)CN(CC2)C2=NC=CC=N2 ((S)-4-(4-(3-methylmorpholino)-7-(pyrimidin-2-yl)-5,6,7,8-tetrahydropyrido[3,4-d]pyrimidin-2-yl)aniline), O1CCN(CC1)C=1C2=C(N=C(N1)C1=CC=C(N)C=C1)CC(NC2)C2=NC=CC=N2 (4-(4-morpholino-7-(pyrimidin-2-yl)-5,6,7,8-tetrahydropyrido[4,3-d]pyrimidin-2-yl)aniline), NC1=CC=NN1C (5-amino-1-methyl-1H-pyrazole), C1(CC1)CN (cyclopropylmethylamine). Yields the product CN1N=CC=C1NC(=O)NC1=CC=C(C=C1)C=1N=C(C2=C(N1)CN(CC2)C2=NC=CC=N2)N2[C@H](COCC2)C ((S)-1-(1-methyl-1H-pyrazol-5-yl)-3-(4-(4-(3-methylmorpholino)-7-(pyrimidin-2-yl)-5,6,7,8-tetrahydropyrido[3,4-d]pyrimidin-2-yl)phenyl)urea). RXN SMILES: [CH3:1][C@@H:2]1[N:7]([C:8]2[C:9]3[CH2:24][CH2:23][N:22]([C:25]4[N:30]=[CH:29][CH:28]=[CH:27][N:26]=4)[CH2:21][C:10]=3[N:11]=[C:12]([C:14]3[CH:20]=[CH:19][C:17]([NH2:18])=[CH:16][CH:15]=3)[N:13]=2)[CH2:6][CH2:5][O:4][CH2:3]1.[O:31]1CCN(C2C3CNC(C4N=CC=CN=4)CC=3N=C(C3C=CC(N)=CC=3)N=2)C[CH2:32]1.[NH2:60][C:61]1[N:65]([CH3:66])[N:64]=[CH:63][CH:62]=1.C1(CN)CC1>>[CH3:66][N:65]1[C:61]([NH:60][C:32]([NH:18][C:17]2[CH:19]=[CH:20][C:14]([C:12]3[N:13]=[C:8]([N:7]4[CH2:6][CH2:5][O:4][CH2:3][C@@H:2]4[CH3:1])[C:9]4[CH2:24][CH2:23][N:22]([C:25]5[N:26]=[CH:27][CH:28]=[CH:29][N:30]=5)[CH2:21][C:10]=4[N:11]=3)=[CH:15][CH:16]=2)=[O:31])=[CH:62][CH:63]=[N:64]1. Procedure: The title compound was prepared by the general procedure of Example 30 substituting (S)-4-(4-(3-methylmorpholino)-7-(pyrimidin-2-yl)-5,6,7,8-tetrahydropyrido[3,4-d]pyrimidin-2-yl)aniline (ld) for 4-(4-morpholino-7-(pyrimidin-2-yl)-5,6,7,8-tetrahydropyrido[4,3-d]pyrimidin-2-yl)aniline and 5-amino-1-methyl-1H-pyrazole for cyclopropylmethylamine. LC-MS: m/z=+527 (M+H)+. Reactants: NC(C(=O)N(CC(OCC)OCC)CC1=CC=CC=C1)CC1=CC=C(C=C1)OC(C)(C)C (2-Amino-N-benzyl-3-(4-tert-butoxy-phenyl)-N-(2,2-diethoxy-ethyl)-propionamide), C(C1=CC=CC=C1)NC(N[C@@H](CC(=O)O)CC=C)=O ((3R)-3-(3-Benzyl-ureido)-hex-5-enoic acid), CCN=C=NCCCN(C)C.Cl (EDCl), C=1C=CC2=C(C1)N=NN2O (HOBt), CCN(C(C)C)C(C)C (DIEA). Run in CCOC(=O)C (EtOAc), C(Cl)Cl (CH2Cl2), C(Cl)Cl (CH2Cl2). Conditions: time 40 minute. Yields the product C(C1=CC=CC=C1)N(C(=O)C(CC1=CC=C(C=C1)OC(C)(C)C)NC(CC(CC=C)NC(=O)NCC1=CC=CC=C1)=O)CC(OCC)OCC (3-(3-Benzyl-ureido)-hex-5-enoic acid [1-[benzyl-(2,2-diethoxy-ethyl)-carbamoyl]-2-(4-tert-butoxy-phenyl)-ethyl]-amide). RXN SMILES: [NH2:1][CH:2]([CH2:21][C:22]1[CH:27]=[CH:26][C:25]([O:28][C:29]([CH3:32])([CH3:31])[CH3:30])=[CH:24][CH:23]=1)[C:3]([N:5]([CH2:14][C:15]1[CH:20]=[CH:19][CH:18]=[CH:17][CH:16]=1)[CH2:6][CH:7]([O:11][CH2:12][CH3:13])[O:8][CH2:9][CH3:10])=[O:4].[CH2:33]([NH:40][C:41](=[O:51])[NH:42][C@H:43]([CH2:48][CH:49]=[CH2:50])[CH2:44][C:45](O)=[O:46])[C:34]1[CH:39]=[CH:38][CH:37]=[CH:36][CH:35]=1.CCN=C=NCCCN(C)C.Cl.C1C=CC2N(O)N=NC=2C=1.CCN(C(C)C)C(C)C>C(Cl)Cl.CCOC(C)=O>[CH2:14]([N:5]([CH2:6][CH:7]([O:11][CH2:12][CH3:13])[O:8][CH2:9][CH3:10])[C:3]([CH:2]([NH:1][C:45](=[O:46])[CH2:44][CH:43]([NH:42][C:41]([NH:40][CH2:33][C:34]1[CH:39]=[CH:38][CH:37]=[CH:36][CH:35]=1)=[O:51])[CH2:48][CH:49]=[CH2:50])[CH2:21][C:22]1[CH:23]=[CH:24][C:25]([O:28][C:29]([CH3:30])([CH3:32])[CH3:31])=[CH:26][CH:27]=1)=[O:4])[C:15]1[CH:16]=[CH:17][CH:18]=[CH:19][CH:20]=1 |f:2.3|. Reported procedure: To a solution of 2-Amino-N-benzyl-3-(4-tert-butoxy-phenyl)-N-(2,2-diethoxy-ethyl)-propionamide in CH2Cl2(50 ml) was added a solution of (3R)-3-(3-Benzyl-ureido)-hex-5-enoic acid (1.6 g, 6.1 mmol), EDCl (1.17 g, 7.3 mmol, 1.2 eq), HOBt (0.93 g, 7.3 mmol, 1.2 eq), DIEA (2.13 mL, 12.2 mmol 2.4 eq) in CH2Cl2 (100 mL) stirred for 40 min. The reaction mixture was stirred at room temperature for 14 h, and then diluted with EtOAc, washed with water and brine. The organic layer was dried with Na2SO4 and ... Starting materials: BrC1=CN=CC=2C(CCCC12)O ((rac)-4-bromo-5,6,7,8-tetrahydroisoquinolin-8-ol), FC(C1=CC=C(C=C1)B(O)O)(F)F (4-(trifluoromethyl)phenylboronic acid). Yields the product FC(C1=CC=C(C=C1)C1=CN=CC=2C(CCCC12)O)(F)F ((rac)-4-(4-(Trifluoromethyl)phenyl)-5,6,7,8-tetrahydroisoquinolin-8-ol). Yield: 86.0%. Reaction SMILES: Br[C:2]1[C:11]2[CH2:10][CH2:9][CH2:8][CH:7]([OH:12])[C:6]=2[CH:5]=[N:4][CH:3]=1.[F:13][C:14]([F:25])([F:24])[C:15]1[CH:20]=[CH:19][C:18](B(O)O)=[CH:17][CH:16]=1>>[F:13][C:14]([F:25])([F:24])[C:15]1[CH:20]=[CH:19][C:18]([C:2]2[C:11]3[CH2:10][CH2:9][CH2:8][CH:7]([OH:12])[C:6]=3[CH:5]=[N:4][CH:3]=2)=[CH:17][CH:16]=1. Reported procedure: In analogy to the procedure described for the preparation of example 1 (rac)-4-bromo-5,6,7,8-tetrahydroisoquinolin-8-ol (intermediate A-2) was reacted with 4-(trifluoromethyl)phenylboronic acid to give the title compound as white solid in 86% yield. MS: 294.1 (M+H+).